From a dataset of the Open Reaction Database (ORD), a public repository of structured organic reaction records. describe an organic reaction: reactants, conditions, products, and yield Reactants: CC1=CC(NC(N1)=O)=O (6-methyl-2,4(1H,3H)-pyrimidinedione), C(C1=CC=CC=C1)Br (benzyl bromide). Yields the product C(C1=CC=CC=C1)N1C(NC(C=C1C)=O)=O (1-benzyl-6-methyl-2,4(1H,3H)-pyrimidinedione). Reaction SMILES: [CH3:1][C:2]1[NH:7][C:6](=[O:8])[NH:5][C:4](=[O:9])[CH:3]=1.[CH2:10](Br)[C:11]1[CH:16]=[CH:15][CH:14]=[CH:13][CH:12]=1>>[CH2:10]([N:7]1[C:2]([CH3:1])=[CH:3][C:4](=[O:9])[NH:5][C:6]1=[O:8])[C:11]1[CH:16]=[CH:15][CH:14]=[CH:13][CH:12]=1. Procedure: substituting 6-methyl-2,4(1H,3H)-pyrimidinedione and benzyl bromide gave 1-benzyl-6-methyl-2,4(1H,3H)-pyrimidinedione, m.p. 228°-230° C.; The reactants are O (water), Cl.ClCCN(C)C (2-Chloro-N,N-dimethylethylamine hydrochloride), C([O-])([O-])=O.[Cs+].[Cs+] (cesium carbonate), OC1=CC=C(C=C1)C1=CN(C2=CC(=CC=C12)N1CCN(CC1)C(=O)OC(C)(C)C)C1=CC=NC=C1 (tert-butyl 4-(3-(4-hydroxyphenyl)-1-(pyridin-4-yl)-1H-indol-6-yl)piperazine-1-carboxylate). The solvent is CN(C)C=O (DMF). Conditions: time 16 hour. The product is CN(CCOC1=CC=C(C=C1)C1=CN(C2=CC(=CC=C12)N1CCN(CC1)C(=O)OC(C)(C)C)C1=CC=NC=C1)C (tert-butyl 4-(3-(4-(2-(dimethylamino)ethoxy)phenyl)-1-(pyridin-4-yl)-1H-indol-6-yl)piperazine-1-carboxylate). RXN SMILES: Cl.Cl[CH2:3][CH2:4][N:5]([CH3:7])[CH3:6].C(=O)([O-])[O-].[Cs+].[Cs+].[OH:14][C:15]1[CH:20]=[CH:19][C:18]([C:21]2[C:29]3[C:24](=[CH:25][C:26]([N:30]4[CH2:35][CH2:34][N:33]([C:36]([O:38][C:39]([CH3:42])([CH3:41])[CH3:40])=[O:37])[CH2:32][CH2:31]4)=[CH:27][CH:28]=3)[N:23]([C:43]3[CH:48]=[CH:47][N:46]=[CH:45][CH:44]=3)[CH:22]=2)=[CH:17][CH:16]=1.O>CN(C=O)C>[CH3:6][N:5]([CH3:7])[CH2:4][CH2:3][O:14][C:15]1[CH:16]=[CH:17][C:18]([C:21]2[C:29]3[C:24](=[CH:25][C:26]([N:30]4[CH2:31][CH2:32][N:33]([C:36]([O:38][C:39]([CH3:42])([CH3:41])[CH3:40])=[O:37])[CH2:34][CH2:35]4)=[CH:27][CH:28]=3)[N:23]([C:43]3[CH:44]=[CH:45][N:46]=[CH:47][CH:48]=3)[CH:22]=2)=[CH:19][CH:20]=1 |f:0.1,2.3.4|. Reported procedure: 2-Chloro-N,N-dimethylethylamine hydrochloride (7.3 mg, 0.051 mmol) and cesium carbonate (33 mg, 0.101 mmol) were added to a mixture solution of tert-butyl 4-(3-(4-hydroxyphenyl)-1-(pyridin-4-yl)-1H-indol-6-yl)piperazine-1-carboxylate (12 mg, 0.025 mmol) in DMF (1 mL). After room temperature stirring at room temperature for 16 hours, followed by addition of water, the mixture was extracted with ethyl acetate. The collected organic layer was washed with brine and concentrated under reduced pressur... Starting materials: NC[C@@H]1CN(CCO[C@H]1C1=CC(=C(C=C1)Cl)F)C(=O)OC(C)(C)C (tert-butyl (6R,7R)-6-(aminomethyl)-7-(4-chloro-3-fluorophenyl)-1,4-oxazepane-4-carboxylate), COC1=NC=CC=C1C(=O)O (2-methoxypyridine-3-carboxylic acid). Yields the product Cl.ClC1=C(C=C(C=C1)[C@H]1[C@@H](CNCCO1)CNC(=O)C=1C(NC=CC1)=O)F (N-{[(6S,7R)-7-(4-chloro-3-fluorophenyl)-1,4-oxazepan-6-yl]methyl}-2-oxo-1,2-dihydropyridine-3-carboxamide monohydrochloride). RXN SMILES: [NH2:1][CH2:2][C@H:3]1[C@H:9]([C:10]2[CH:15]=[CH:14][C:13]([Cl:16])=[C:12]([F:17])[CH:11]=2)[O:8][CH2:7][CH2:6][N:5](C(OC(C)(C)C)=O)[CH2:4]1.C[O:26][C:27]1[C:32]([C:33](O)=[O:34])=[CH:31][CH:30]=[CH:29][N:28]=1>>[ClH:16].[Cl:16][C:13]1[CH:14]=[CH:15][C:10]([C@@H:9]2[O:8][CH2:7][CH2:6][NH:5][CH2:4][C@H:3]2[CH2:2][NH:1][C:33]([C:32]2[C:27](=[O:26])[NH:28][CH:29]=[CH:30][CH:31]=2)=[O:34])=[CH:11][C:12]=1[F:17] |f:2.3|. Procedure details: Using tert-butyl (6R,7R)-6-(aminomethyl)-7-(4-chloro-3-fluorophenyl)-1,4-oxazepane-4-carboxylate and 2-methoxypyridine-3-carboxylic acid, and by a method similar to that of Example 39, the title compound was obtained. The reactants are FC1=C(N=C(NC1=O)CC(=O)[O-])N1CCOCC1.[Na+] (sodium (5-fluoro-4-morpholin-4-yl-6-oxo-1,6-dihydropyrimidin-2-yl)acetate), FC=1C(NC(=NC1N1CCOCC1)CC(=O)N1CCC2=C(C=CC=C12)F)=O (5-fluoro-2-[2-(4-fluoro-2,3-dihydroindol-1-yl)-2-oxoethyl]-6-morpholin-4-yl-3H-pyrimidin-4-one). Yields the product N1=CNC(C=C1)=O (3H-pyrimidin-4-one), FC=1C(NC(=NC1N1CCOCC1)CC(=O)N1C(CC2=CC(=CC=C12)F)C)=O (5-fluoro-2-[2-(5-fluoro-2-methyl-2,3-dihydroindol-1-yl)-2-oxoethyl]-6-morpholin-4-yl-3H-pyrimidin-4-one). Isolated yield 66.8%. Reaction SMILES: F[C:2]1[C:7](=[O:8])[NH:6][C:5](CC([O-])=O)=[N:4][C:3]=1N1CCOCC1.[Na+].[F:20][C:21]1[C:22](=[O:46])[NH:23][C:24]([CH2:33][C:34]([N:36]2[C:44]3[C:39](=[C:40]([F:45])[CH:41]=[CH:42][CH:43]=3)[CH2:38][CH2:37]2)=[O:35])=[N:25][C:26]=1[N:27]1[CH2:32][CH2:31][O:30][CH2:29][CH2:28]1>>[N:4]1[CH:3]=[CH:2][C:7](=[O:8])[NH:6][CH:5]=1.[F:20][C:21]1[C:22](=[O:46])[NH:23][C:24]([CH2:33][C:34]([N:36]2[C:37]3[C:42](=[CH:41][C:40]([F:45])=[CH:39][CH:38]=3)[CH2:43][CH:44]2[CH3:2])=[O:35])=[N:25][C:26]=1[N:27]1[CH2:32][CH2:31][O:30][CH2:29][CH2:28]1 |f:0.1|. Procedure details: 5-Fluoro-2-[2-(5-fluoro-2-methyl-2,3-dihydroindol-1-yl)-2-oxoethyl]-6-morpholin-4-yl)-3H-pyrimidin-4-one is prepared by following the procedure described in example 1a (step 5a) using 182 mg of sodium (5-fluoro-4-morpholin-4-yl-6-oxo-1,6-dihydropyrimidin-2-yl)acetate (obtained in step 2a) and 197 mg of 5-fluoro-2-methyl-2,3-dihydro-1H-indole (reference example 1a). After silica column purification, eluent: 98/02 dichloromethane/methanol, 85 mg of 5-fluoro-2-[2-(5-fluoro-2-methyl-2,3-dihydroindol... The reactants are O=C([O-])O, CN1CCCC1=O, Cc1ccccc1-c1cc(N2CCN(C(=O)CBr)CC2)ncc1C(=O)N(C)Cc1cc(C(F)(F)F)cc(C(F)(F)F)c1, [Na+]. Yields the product Cc1ccccc1-c1cc(N2CCN(C(=O)CO)CC2)ncc1C(=O)N(C)Cc1cc(C(F)(F)F)cc(C(F)(F)F)c1. Reaction SMILES: [C:43]([O-:44])(=[O:45])[OH:46].[CH3:48][N:49]1[CH2:50][CH2:51][CH2:52][C:53]1=[O:54].[F:1][C:2]([c:3]1[cH:4][c:5]([CH2:6][N:7]([C:8]([c:9]2[cH:10][n:11][c:12]([N:22]3[CH2:23][CH2:24][N:25]([C:28]([CH2:29][Br:30])=[O:31])[CH2:26][CH2:27]3)[cH:13][c:14]2-[c:15]2[c:16]([CH3:21])[cH:17][cH:18][cH:19][cH:20]2)=[O:32])[CH3:33])[cH:34][c:35]([C:37]([F:38])([F:39])[F:40])[cH:36]1)([F:41])[F:42].[Na+:47]>>[F:1][C:2]([c:3]1[cH:4][c:5]([CH2:6][N:7]([C:8]([c:9]2[cH:10][n:11][c:12]([N:22]3[CH2:23][CH2:24][N:25]([C:28]([CH2:29][OH:44])=[O:31])[CH2:26][CH2:27]3)[cH:13][c:14]2-[c:15]2[c:16]([CH3:21])[cH:17][cH:18][cH:19][cH:20]2)=[O:32])[CH3:33])[cH:34][c:35]([C:37]([F:38])([F:39])[F:40])[cH:36]1)([F:41])[F:42]. Reactants: CC(C)(C)OC(=O)NCC(=O)NC(C(=O)O)C(Cc1ccccc1)C(=O)O, Cl, C1COCCO1, C1COCCO1. Yields the product Cl, NCC(=O)NC(C(=O)O)C(Cc1ccccc1)C(=O)O. RXN SMILES: [C:1]([O:2][C:3](=[O:4])[NH:8][CH2:9][C:10](=[O:11])[NH:12][CH:13]([CH:14]([C:15](=[O:16])[OH:17])[CH2:18][c:19]1[cH:20][cH:21][cH:22][cH:23][cH:24]1)[C:25](=[O:26])[OH:27])([CH3:5])([CH3:6])[CH3:7].[ClH:28].[O:29]1[CH2:30][CH2:31][O:32][CH2:33][CH2:34]1.[O:35]1[CH2:36][CH2:37][O:38][CH2:39][CH2:40]1>>[ClH:28].[NH2:8][CH2:9][C:10](=[O:11])[NH:12][CH:13]([CH:14]([C:15](=[O:16])[OH:17])[CH2:18][c:19]1[cH:20][cH:21][cH:22][cH:23][cH:24]1)[C:25](=[O:26])[OH:27]. Starting materials: [Al+3], Cc1ccsc1Br, CC(=O)Cl, [Cl-], [Cl-], [Cl-], ClCCl. Product: CC(=O)c1cc(C)c(Br)s1. Reaction SMILES: [Al+3:6].[Br:9][c:10]1[s:11][cH:12][cH:13][c:14]1[CH3:15].[CH3:1][C:2]([Cl:3])=[O:4].[Cl-:5].[Cl-:7].[Cl-:8].[Cl:16][CH2:17][Cl:18]>>[CH3:1][C:2](=[O:4])[c:12]1[s:11][c:10]([Br:9])[c:14]([CH3:15])[cH:13]1. Starting materials: CN(C(OC(C)(C)C)=O)CCN1C2=C(SCC1)C=C(C=C2)[N+](=O)[O-] (tert-butyl methyl(2-(7-nitro-2H-benzo[b][1,4]thiazin-4(3H)-yl)ethyl)carbamate), O.NN (hydrazine hydrate). The reagents and catalysts are [Ni] (Raney-Nickel). Run in CO (MeOH). Yields the product NC=1C=CC2=C(SCCN2CCN(C(OC(C)(C)C)=O)C)C1 (tert-Butyl 2-(7-amino-2H-benzo[b][1,4]thiazin-4(3H)-yl)ethyl(methyl)carbamate). The yield is 96.7%. Reaction SMILES: [CH3:1][N:2]([CH2:10][CH2:11][N:12]1[CH2:17][CH2:16][S:15][C:14]2[CH:18]=[C:19]([N+:22]([O-])=O)[CH:20]=[CH:21][C:13]1=2)[C:3](=[O:9])[O:4][C:5]([CH3:8])([CH3:7])[CH3:6].O.NN>CO.[Ni]>[NH2:22][C:19]1[CH:20]=[CH:21][C:13]2[N:12]([CH2:11][CH2:10][N:2]([CH3:1])[C:3](=[O:9])[O:4][C:5]([CH3:6])([CH3:7])[CH3:8])[CH2:17][CH2:16][S:15][C:14]=2[CH:18]=1 |f:1.2|. Procedure details: To a solution of tert-butyl methyl(2-(7-nitro-2H-benzo[b][1,4]thiazin-4(3H)-yl)ethyl)carbamate (0.8811 g, 2.493 mmol) in MeOH (20 mL) was added Raney-Nickel (slurry in water; 0.5 g, 2.493 mmol) followed by hydrazine hydrate (1.213 mL, 24.93 mmol). The mixture was then immersed in a preheated oil bath and refluxed for 5 minutes The solution was cooled to room temperature and filtered through a pad of Celite. The filter pad was washed with MeOH, and the crude material was concentrated. The crude m...